From a dataset of the Open Reaction Database (ORD), a public repository of structured organic reaction records. describe an organic reaction: reactants, conditions, products, and yield Starting materials: COC1=CC=C2C=C(C(NC2=C1)=O)C=1N=C(SC1)CSC1=CC=CC=C1 (7-(Methoxy)-3-(2-((phenylthio)methyl)-1,3-thiazol-4-yl)-2(1H)-quinolinone), NC(C(S(=O)(=O)C1=CC=CC=C1)(C)C)=S (2-amino-1,1-dimethyl-1-(phenylsulfonyl)ethane-2-thione). Run in CO (MeOH). Run at temperature 120 celsius. The product is COC1=CC=C2C=C(C(NC2=C1)=O)C=1N=C(SC1)C(C)(S(=O)(=O)C1=CC=CC=C1)C (7-(Methoxy)-3-(2-(1-methyl-1-(phenylsulfonyl)ethyl)-1,3-thiazol-4-yl)-2(1H)-quinolinone). Reaction SMILES: [CH3:1][O:2][C:3]1[CH:12]=[C:11]2[C:6]([CH:7]=[C:8]([C:14]3N=C(CSC4C=CC=CC=4)S[CH:18]=3)[C:9](=[O:13])[NH:10]2)=[CH:5][CH:4]=1.[NH2:27][C:28](=[S:41])[C:29]([CH3:40])([CH3:39])[S:30]([C:33]1[CH:38]=[CH:37][CH:36]=[CH:35][CH:34]=1)(=[O:32])=[O:31]>CO>[CH3:1][O:2][C:3]1[CH:12]=[C:11]2[C:6]([CH:7]=[C:8]([C:14]3[N:27]=[C:28]([C:29]([CH3:39])([S:30]([C:33]4[CH:34]=[CH:35][CH:36]=[CH:37][CH:38]=4)(=[O:32])=[O:31])[CH3:40])[S:41][CH:18]=3)[C:9](=[O:13])[NH:10]2)=[CH:5][CH:4]=1. Procedure: This compound was prepared according to the procedure described for Example 8836(c) by employing 3-(2-bromo-acetyl)-7-methoxy-1H-quinolin-2-one (Example 8741, 250 mg, 0.84 mmol) and 2-amino-1,1-dimethyl-1-(phenylsulfonyl)ethane-2-thione (Step b, 1.7 mL, 1.0 mmol) in 3.5 mL of anhydrous MeOH was heated at 120° C. for 3×5 min by microwave synthesizer. The reaction mixture was cooled to RT. The precipitates were collected by filtration and washed with MeOH and CH2Cl2 to provide the title compound a...